This data is from the Open Reaction Database (ORD), a public repository of structured organic reaction records. The task is: describe an organic reaction: reactants, conditions, products, and yield Reactants: COC1=CC=C(C=C1)C=1NC2=C(N1)C=CC=C2C(=O)N (2- (4′-Methoxyphenyl)benzimidazole-4-carboxamide), [OH-].[K+] (potassium hydroxide), CI (Methyl iodide). The solvent is CC(=O)C (acetone). Yields the product COC1=CC=C(C=C1)C1=NC2=C(N1C)C=CC=C2C(=O)N (2- (4′ -Methoxyphenyl)-1-methylbenzimidazole-4-carboxamide). Reaction SMILES: [CH3:1][O:2][C:3]1[CH:8]=[CH:7][C:6]([C:9]2[NH:10][C:11]3[C:17]([C:18]([NH2:20])=[O:19])=[CH:16][CH:15]=[CH:14][C:12]=3[N:13]=2)=[CH:5][CH:4]=1.[OH-].[K+].[CH3:23]I>CC(C)=O>[CH3:1][O:2][C:3]1[CH:8]=[CH:7][C:6]([C:9]2[N:13]([CH3:23])[C:12]3[CH:14]=[CH:15][CH:16]=[C:17]([C:18]([NH2:20])=[O:19])[C:11]=3[N:10]=2)=[CH:5][CH:4]=1 |f:1.2|. Procedure details: 2-(4′-Methoxyphenyl)benzimidazole-4-carboxamide (NU1076 from Example 5) (105.3 mg, 0.394 mmol) and powdered potassium hydroxide (22 mg, 0.394 mmol) were suspended in acetone (4 ml) and stirred until all the solids had dissolved. Methyl iodide (24.6 μll, 0.394 mmol) was added and the reaction stirred at room temperature overnight. The solvent was removed under reduced pressure and the white solid residue purified by column chromatography with dichloromethane/methanol 95:5 to give fine white cryst... Reactants: C(C1=CC=CC=C1)Br (benzyl bromide), O (water), C1(=CC=CC=C1)N(C1=CC=C(C=C1)C1=CC=C(C=C1)C1=NC(=NC=C1)N)C1=CC=CC=C1 (4-(4′-Diphenylaminobiphenyl-4-yl)pyrimidine-2-amine), [OH-].[Na+] (sodium hydroxide). Run in CS(=O)C (dimethylsulfoxide), CS(=O)C (dimethylsulfoxide). Conditions: time 5 hour. Yields the product C1(=CC=CC=C1)N(C1=CC=C(C=C1)C1=CC=C(C=C1)C1=NC(=NC=C1)N(CC1=CC=CC=C1)CC1=CC=CC=C1)C1=CC=CC=C1 ([4-(4′-diphenylaminobiphenyl-4-yl)pyrimidine-2-yl]dibenzylamine). Yield: 81.0%. Reaction SMILES: [C:1]1([N:7]([C:27]2[CH:32]=[CH:31][CH:30]=[CH:29][CH:28]=2)[C:8]2[CH:13]=[CH:12][C:11]([C:14]3[CH:19]=[CH:18][C:17]([C:20]4[CH:25]=[CH:24][N:23]=[C:22]([NH2:26])[N:21]=4)=[CH:16][CH:15]=3)=[CH:10][CH:9]=2)[CH:6]=[CH:5][CH:4]=[CH:3][CH:2]=1.[OH-].[Na+].[CH2:35](Br)[C:36]1[CH:41]=[CH:40][CH:39]=[CH:38][CH:37]=1.O>CS(C)=O>[C:27]1([N:7]([C:1]2[CH:2]=[CH:3][CH:4]=[CH:5][CH:6]=2)[C:8]2[CH:9]=[CH:10][C:11]([C:14]3[CH:19]=[CH:18][C:17]([C:20]4[CH:25]=[CH:24][N:23]=[C:22]([N:26]([CH2:14][C:11]5[CH:12]=[CH:13][CH:8]=[CH:9][CH:10]=5)[CH2:35][C:36]5[CH:41]=[CH:40][CH:39]=[CH:38][CH:37]=5)[N:21]=4)=[CH:16][CH:15]=3)=[CH:12][CH:13]=2)[CH:28]=[CH:29][CH:30]=[CH:31][CH:32]=1 |f:1.2|. Reported procedure: 4-(4′-Diphenylaminobiphenyl-4-yl)pyrimidine-2-amine (100 mg, 0.24 mmol) and sodium hydroxide (38 mg, 0.96 mmol) were added in dimethylsulfoxide (1 mL), and mixed at 100° C. for 30 minutes. This solution was added with a solution of benzyl bromide (63.1 μL, 0.53 mmol) in dimethylsulfoxide (1 mL) at 100° C. for 30 minutes, followed by stirring for 5 hours. This solution was cooled and added with water (100 mL) and a saturated saline solution, and then allowed to stand for 24 hours. The precipitate... Starting materials: solid, C([O-])(O)=O.[Na+] (sodium bicarbonate), BrCC1CC1 (bromomethylcyclopropane), Cl.N[C@@H](CC1=CC=CC=C1)C(=O)N (L-phenylalanine amide hydrochloride). The solvent is C(C)O (ethyl alcohol). Yields the product C1(CC1)CN[C@@H](CC1=CC=CC=C1)C(=O)N (Nα -Cyclopropylmethyl-L-phenylalanine Amide). Isolated yield 39.1%. Reaction SMILES: Cl.[NH2:2][C@H:3]([C:11]([NH2:13])=[O:12])[CH2:4][C:5]1[CH:10]=[CH:9][CH:8]=[CH:7][CH:6]=1.C(=O)(O)[O-].[Na+].Br[CH2:20][CH:21]1[CH2:23][CH2:22]1>C(O)C>[CH:21]1([CH2:20][NH:2][C@H:3]([C:11]([NH2:13])=[O:12])[CH2:4][C:5]2[CH:10]=[CH:9][CH:8]=[CH:7][CH:6]=2)[CH2:23][CH2:22]1 |f:0.1,2.3|. Procedure details: To 100 ml. of anhydrous ethyl alcohol were added 8 grams (0.04 mole) of L-phenylalanine amide hydrochloride. To the mixture then were added 13.4 grams (0.16 mole) of solid anhydrous sodium bicarbonate and 6.44 grams (0.048 mole) of bromomethylcyclopropane. The mixture was refluxed for seven hours and then was evaporated in vacuo to an oil. The oil was dissolved in ethyl acetate, and the ethyl acetate solution was extracted with water. The organic phase was dried over magnesium sulfate and evapor... Starting materials: OC(C[C@@]1(CCN(C(O1)=O)[C@@H](C)C1=CC=C(C=C1)B1OC(C(O1)(C)C)(C)C)C1=CC=CC=C1)(C)C ((S)-6-(2-hydroxy-2-methylpropyl)-6-phenyl-3-{(S)-1-[4-(4,4,5,5-tetramethyl-1,3,2-dioxaborolan-2-yl)phenyl]-ethyl}-1,3-oxazinan-2-one), C(C)OC(=O)C1(CC1)C1=NC=CC(=C1)Br (1-(4-bromo-pyridin-2-yl)-cyclopropanecarboxylic acid ethyl ester). Product: C(C)OC(=O)C1(CC1)C1=NC=CC(=C1)C1=CC=C(C=C1)[C@H](C)N1C(O[C@](CC1)(C1=CC=CC=C1)CC(C)(C)O)=O (1-[4-(4-{(S)-1-[(S)-6-(2-Hydroxy-2-methyl-propyl)-2-oxo-6-phenyl-[1,3]oxazinan-3-yl]-ethyl}-phenyl)-pyridin-2-yl]-cyclopropanecarboxylic acid ethyl ester). The yield is 81.0%. Reaction SMILES: [OH:1][C:2]([CH3:35])([CH3:34])[CH2:3][C@@:4]1([C:28]2[CH:33]=[CH:32][CH:31]=[CH:30][CH:29]=2)[O:9][C:8](=[O:10])[N:7]([C@H:11]([C:13]2[CH:18]=[CH:17][C:16](B3OC(C)(C)C(C)(C)O3)=[CH:15][CH:14]=2)[CH3:12])[CH2:6][CH2:5]1.[CH2:36]([O:38][C:39]([C:41]1([C:44]2[CH:49]=[C:48](Br)[CH:47]=[CH:46][N:45]=2)[CH2:43][CH2:42]1)=[O:40])[CH3:37]>>[CH2:36]([O:38][C:39]([C:41]1([C:44]2[CH:49]=[C:48]([C:16]3[CH:15]=[CH:14][C:13]([C@@H:11]([N:7]4[CH2:6][CH2:5][C@:4]([CH2:3][C:2]([OH:1])([CH3:34])[CH3:35])([C:28]5[CH:33]=[CH:32][CH:31]=[CH:30][CH:29]=5)[O:9][C:8]4=[O:10])[CH3:12])=[CH:18][CH:17]=3)[CH:47]=[CH:46][N:45]=2)[CH2:43][CH2:42]1)=[O:40])[CH3:37]. Procedure details: The title compound was prepared from (S)-6-(2-hydroxy-2-methylpropyl)-6-phenyl-3-{(S)-1-[4-(4,4,5,5-tetramethyl-1,3,2-dioxaborolan-2-yl)phenyl]-ethyl}-1,3-oxazinan-2-one and 1-(4-bromo-pyridin-2-yl)-cyclopropanecarboxylic acid ethyl ester following a procedure analogous to that described in Example 1. Yield: 81% of theory; LC (method 3): tR=2.99 min; Mass spectrum (ESI+): m/z=543 [M+H]+. The reactants are O=C(O)Cc1ccc(Br)cc1, C1CCOC1, COC(=O)c1ccc(Cl)cc1Cl, CN([SiH](C)C)[Si](C)(C)C, Cl, [Na]. The product is O=C(Cc1ccc(Br)cc1)c1ccc(Cl)cc1Cl. RXN SMILES: [Br:11][c:12]1[cH:13][cH:14][c:15]([CH2:18][C:19](=[O:20])[OH:21])[cH:16][cH:17]1.[CH2:35]1[O:36][CH2:37][CH2:38][CH2:39]1.[CH3:22][O:23][C:24]([c:25]1[c:26]([Cl:32])[cH:27][c:28]([Cl:31])[cH:29][cH:30]1)=[O:33].[CH3:2][SiH:3]([CH3:4])[N:5]([CH3:6])[Si:7]([CH3:8])([CH3:9])[CH3:10].[ClH:34].[Na:1]>>[Br:11][c:12]1[cH:13][cH:14][c:15]([CH2:18][C:19](=[O:21])[c:25]2[c:26]([Cl:32])[cH:27][c:28]([Cl:31])[cH:29][cH:30]2)[cH:16][cH:17]1. The reactants are CCOC(=O)C(Nc1ccc(C#N)cc1)c1ccc(O)c(SC)c1, O=C([O-])[O-], CC(C)=O, CC(C)I, [Cs+], [Cs+], O. Yields the product CCOC(=O)C(Nc1ccc(C#N)cc1)c1ccc(OC(C)C)c(SC)c1. Reaction SMILES: [C:1](#[N:2])[c:3]1[cH:4][cH:5][c:6]([NH:9][CH:10]([C:11](=[O:12])[O:13][CH2:14][CH3:15])[c:16]2[cH:17][c:18]([S:23][CH3:24])[c:19]([OH:22])[cH:20][cH:21]2)[cH:7][cH:8]1.[C:25](=[O:26])([O-:27])[O-:28].[CH3:36][C:37](=[O:38])[CH3:39].[CH:31]([CH3:32])([CH3:33])[I:34].[Cs+:29].[Cs+:30].[OH2:35]>>[C:1](#[N:2])[c:3]1[cH:4][cH:5][c:6]([NH:9][CH:10]([C:11](=[O:12])[O:13][CH2:14][CH3:15])[c:16]2[cH:17][c:18]([S:23][CH3:24])[c:19]([O:22][CH:31]([CH3:32])[CH3:33])[cH:20][cH:21]2)[cH:7][cH:8]1.